From a dataset of the Open Reaction Database (ORD), a public repository of structured organic reaction records. describe an organic reaction: reactants, conditions, products, and yield Isolated yield 37.0%. As a reaction SMILES: [CH:1]1([C:7]2[C:8]3[S:14][C:13]([C:15]([OH:17])=[O:16])=[CH:12][C:9]=3[NH:10][CH:11]=2)[CH2:6][CH2:5][CH2:4][CH2:3][CH2:2]1.C(NC(=NC(C)C)O[C:24]([CH3:27])([CH3:26])[CH3:25])(C)C.C1C(=O)N([Br:39])C(=O)C1>C1COCC1.C(Cl)Cl>[Br:39][C:11]1[NH:10][C:9]2[CH:12]=[C:13]([C:15]([O:17][C:24]([CH3:27])([CH3:26])[CH3:25])=[O:16])[S:14][C:8]=2[C:7]=1[CH:1]1[CH2:2][CH2:3][CH2:4][CH2:5][CH2:6]1. Reaction conditions: temperature 0 celsius, time 1 hour. The product is BrC1=C(C2=C(N1)C=C(S2)C(=O)OC(C)(C)C)C2CCCCC2 (tert-butyl 5-bromo-6-cyclohexyl-4H-thieno[3,2-b]pyrrole-2-carboxylate). Run in C1CCOC1 (THF), C(Cl)Cl (DCM). Reported procedure: A solution (0.2 M) of 6-cyclohexyl-4H-thieno[3,2-b]pyrrole-2-carboxylic acid (prepared as described in example 14, step 8) in THF was treated with tert-butyl N,N′-diisopropylimidocarbamate (2 eq.). The reaction mixture was heated to reflux for 1 h. After cooling down, the mixture was filtered trough a pad of silica gel and washed with AcOEt. Evaporation under reduced pressure of the filtrate gave a residue that was dissolved in DCM. The resulting solution (0.2 M) was cooled at 0° C. and treated ... Starting materials: C1(CCCCC1)C=1C2=C(NC1)C=C(S2)C(=O)O (6-cyclohexyl-4H-thieno[3,2-b]pyrrole-2-carboxylic acid), C(C)(C)NC(OC(C)(C)C)=NC(C)C (tert-butyl N,N′-diisopropylimidocarbamate), C1CC(=O)N(C1=O)Br (NBS), solution. The reactants are C([O-])([O-])=O.[K+].[K+] (Potassium carbonate), ClC1=NC=C(C2=CC(=CC=C12)OC)O (1-chloro-6-methoxyisoquinolin-4-ol), BrCCOC (1-bromo-2-methoxyethane). Solvent: O (water). Conditions: temperature 50 celsius, time 3 hour. Yields the product crude product, ClC1=NC=C(C2=CC(=CC=C12)OC)OCCOC (1-chloro-6-methoxy-4-(2-methoxyethoxy)isoquinoline). Isolated yield 87.7%. As a reaction SMILES: C(=O)([O-])[O-].[K+].[K+].[Cl:7][C:8]1[C:17]2[C:12](=[CH:13][C:14]([O:18][CH3:19])=[CH:15][CH:16]=2)[C:11]([OH:20])=[CH:10][N:9]=1.Br[CH2:22][CH2:23][O:24][CH3:25]>O>[Cl:7][C:8]1[C:17]2[C:12](=[CH:13][C:14]([O:18][CH3:19])=[CH:15][CH:16]=2)[C:11]([O:20][CH2:22][CH2:23][O:24][CH3:25])=[CH:10][N:9]=1 |f:0.1.2|. Reported procedure: Potassium carbonate (659 mg, 4.77 mmol) was added to a solution of 1-chloro-6-methoxyisoquinolin-4-ol (500 mg, 2.385 mmol) and 1-bromo-2-methoxyethane (663 mg, 4.77 mmol) and stirred for 3 hrs at 50° C. After 3 hrs, the reaction was diluted with water and extracted with EtOAc. The organic layer was washed with water (2×) followed by brine. The organic layer was collected, dried over MgSO4, filtered and evaporated to give the crude product 1-chloro-6-methoxy-4-(2-methoxyethoxy)isoquinoline (560 m...